This data is from the Open Reaction Database (ORD), a public repository of structured organic reaction records. The task is: describe an organic reaction: reactants, conditions, products, and yield The reactants are BrC1=NC=C(C(=O)O)C=C1 (6-Bromonicotinic acid), FC1=CC=C(N)C=C1 (4-fluoroaniline), CCOC1C=CC2=CC=CC=C2N1C(=O)OCC (EEDQ). The solvent is CN(C)C=O (DMF). Run at time 8 hour. Yields the product BrC1=C(C(=O)N)C=CC=N1 (Bromonicotinamide). RXN SMILES: [Br:1][C:2]1C=CC(C(O)=O)=C[N:3]=1.F[C:12]1[CH:18]=[CH:17][C:15]([NH2:16])=C[CH:13]=1.CC[O:21]C1N(C(OCC)=O)C2C(=CC=CC=2)C=C1>CN(C=O)C>[Br:1][C:2]1[N:3]=[CH:13][CH:12]=[CH:18][C:17]=1[C:15]([NH2:16])=[O:21]. Procedure: 6-Bromonicotinic acid (5.28 g, 26 mmol) and 4-fluoroaniline (2.90 g, 26 mmol) was dissolved in anhydrous DMF (30 mL). EEDQ was added, and the reaction was allowed to progress overnight at room temperature. The solvent was removed by rotary evaporation, and the crude material was dissolved in hot EtOAc (50 mL). Upon cooling, the product crystallized from the solution. The product was filtered, washed with cold EtOAc to yield 3.29 g (43%) as a white solid. ESI-MS m/z=294.9, 296.8 [M+H]+. Starting materials: BrB(Br)Br, C1=CCCCC1, COc1ccc(-c2nn(C3CCCC3)c3c(F)cccc23)cc1. Yields the product Oc1ccc(-c2nn(C3CCCC3)c3c(F)cccc23)cc1. Reaction SMILES: [B:24]([Br:25])([Br:26])[Br:27].[CH2:28]1[CH2:29][CH:30]=[CH:31][CH2:32][CH2:33]1.[CH:1]1([n:6]2[n:7][c:8](-[c:16]3[cH:17][cH:18][c:19]([O:22][CH3:23])[cH:20][cH:21]3)[c:9]3[cH:10][cH:11][cH:12][c:13]([F:15])[c:14]23)[CH2:2][CH2:3][CH2:4][CH2:5]1>>[CH:1]1([n:6]2[n:7][c:8](-[c:16]3[cH:17][cH:18][c:19]([OH:22])[cH:20][cH:21]3)[c:9]3[cH:10][cH:11][cH:12][c:13]([F:15])[c:14]23)[CH2:2][CH2:3][CH2:4][CH2:5]1. The reactants are CS(=O)C (dimethyl sulfoxide), FC(S(=O)(=O)OS(=O)(=O)C(F)(F)F)(F)F (trifluoromethanesulfonic anhydride), NC1=NC=CN=C1Cl (2-amino-3-chloropyrazine). Solvent: C(Cl)Cl (methylene chloride), C(Cl)Cl (methylene chloride). Run at time 1 hour. The product is CS(=NC1=NC=CN=C1Cl)C (S,S-Dimethyl-N-(3-chloropyrazin-2-yl)sulfilimine). The yield is 78.4%. Reaction SMILES: [CH3:1][S:2]([CH3:4])=O.FC(F)(F)S(OS(C(F)(F)F)(=O)=O)(=O)=O.[NH2:20][C:21]1[C:26]([Cl:27])=[N:25][CH:24]=[CH:23][N:22]=1>C(Cl)Cl>[CH3:1][S:2]([CH3:4])=[N:20][C:21]1[C:26]([Cl:27])=[N:25][CH:24]=[CH:23][N:22]=1. Procedure: To a mechanically stirred solution of 3.9 g (0.05 mol) dimethyl sulfoxide in 30 ml dry methylene chloride at -78° under nitrogen is added 13.1 g (0.046 mol) trifluoromethanesulfonic anhydride dropwise to afford a white precipitate. To this is added a solution of 5.0 g (0.039 mol) 2-amino-3-chloropyrazine (1) in 30 ml methylene chloride/15 ml dimethyl sulfoxide and the resulting solution is stirred at -78° for 2 hours and at -55° for 1 hour. The reaction mixture is then quenched with 50 ml of 5% ... Starting materials: BrC=1C=CC(=NC1)OC (5-bromo-2-methoxy-pyridine), OC=1C=C(C(=O)OCC)C=CC1 (ethyl 3-hydroxybenzoate), C(=O)([O-])[O-].[K+].[K+] (K2CO3), Cu, ice, Cl (hydrochloric acid). Reagents/catalysts: [Cu]I (CuI). The solvent is N1=CC=CC=C1 (pyridine). Product: C(C)OC(C1=CC(=CC=C1)OC=1C=NC(=CC1)OC)=O (3-(6-methoxy-pyridin-3-yloxy)-benzoic acid ethyl ester). Isolated yield 23.6%. Reaction SMILES: Br[C:2]1[CH:3]=[CH:4][C:5]([O:8][CH3:9])=[N:6][CH:7]=1.[OH:10][C:11]1[CH:12]=[C:13]([CH:19]=[CH:20][CH:21]=1)[C:14]([O:16][CH2:17][CH3:18])=[O:15].C([O-])([O-])=O.[K+].[K+].Cl>N1C=CC=CC=1.[Cu]I>[CH2:17]([O:16][C:14](=[O:15])[C:13]1[CH:19]=[CH:20][CH:21]=[C:11]([O:10][C:2]2[CH:7]=[N:6][C:5]([O:8][CH3:9])=[CH:4][CH:3]=2)[CH:12]=1)[CH3:18] |f:2.3.4|. Procedure details: A suspension of 5-bromo-2-methoxy-pyridine (5.4 g, 29 mmol), ethyl 3-hydroxybenzoate (4.0 g, 24 mmol), K2CO3 (4.3 g, 30 mmol), Cu powder (0.30 g, 4.8 mmol) and CuI (0.30 g, 1.56 mmol) in pyridine (25 ml) was refluxed for 18 h. The resulting mixture was mixed with 100 g of crushed ice, neutralized with 1N hydrochloric acid to pH 7.5 and extracted with ether. The extract was evaporated in vacuo, the obtained crude product was purified by column chromatography on silica (eluent hexanes-ethyl acetat... Starting materials: C(CCCCCCCCC)OC1=NC=C(C=N1)C1=CC=C(C=C1)O (2-decyloxy-5-(p-hydroxyphenyl)pyrimidine), N1(CCCC1)C1=CC=NC=C1 (4-pyrrolidinopyridine), C(CCCCC)OC(C(F)(F)F)C1=CC=C(C(=O)O)C=C1 ((+)-4-(1-hexyloxy-2,2,2-trifluoroethyl)benzoic acid), aqueous solution, C(C)(=O)O (acetic acid), C1(CCCCC1)N=C=NC1CCCCC1 (dicyclohexylcarbodiimide). The solvent is ClCCl (dichloromethane). Run at time 6 hour. The product is C(CCCCC)OC(C(F)(F)F)C1=CC=C(C(=O)O)C=C1.C(CCCCCCCCC)OC1=NC=C(C=N1)C1=CC=C(C=C1)O (2-decyloxy-5-(p-hydroxyphenyl)pyrimidine (+)-4-(1-hexyloxy-2,2,2-trifluoroethyl)benzoate). Yield: 82.0%. As a reaction SMILES: [CH2:1]([O:11][C:12]1[N:17]=[CH:16][C:15]([C:18]2[CH:23]=[CH:22][C:21]([OH:24])=[CH:20][CH:19]=2)=[CH:14][N:13]=1)[CH2:2][CH2:3][CH2:4][CH2:5][CH2:6][CH2:7][CH2:8][CH2:9][CH3:10].N1(C2C=CN=CC=2)CCCC1.C1(N=C=NC2CCCCC2)CCCCC1.C(O)(=O)C.[CH2:55]([O:61][CH:62]([C:67]1[CH:75]=[CH:74][C:70]([C:71]([OH:73])=[O:72])=[CH:69][CH:68]=1)[C:63]([F:66])([F:65])[F:64])[CH2:56][CH2:57][CH2:58][CH2:59][CH3:60]>ClCCl>[CH2:55]([O:61][CH:62]([C:67]1[CH:75]=[CH:74][C:70]([C:71]([OH:73])=[O:72])=[CH:69][CH:68]=1)[C:63]([F:65])([F:66])[F:64])[CH2:56][CH2:57][CH2:58][CH2:59][CH3:60].[CH2:1]([O:11][C:12]1[N:17]=[CH:16][C:15]([C:18]2[CH:19]=[CH:20][C:21]([OH:24])=[CH:22][CH:23]=2)=[CH:14][N:13]=1)[CH2:2][CH2:3][CH2:4][CH2:5][CH2:6][CH2:7][CH2:8][CH2:9][CH3:10] |f:6.7|. Procedure details: In 20 ml of dry dichloromethane were dissolved 3.04 g of (10 millimoles) of optically active (+)-4-(1-hexyloxy-2,2,2-trifluoroethyl)benzoic acid, 3.28 g (10 millimoles) of 2-decyloxy-5-(p-hydroxyphenyl)pyrimidine and 0.2 g of 4-pyrrolidinopyridine. Then, 2.5 g (12 millimoles) of dicyclohexylcarbodiimide was added and the resulting mixture was stirred at room temperature for 6 hours. After the reaction, 5% aqueous solution of acetic acid was added and the whole was extracted with dichloromethane.... Reactants: ClC1=C(C(=O)C=2N(C=CC2)NC)C=CC=C1 (2-(2-Chlorobenzoyl)-1-methylaminopyrrole), C(C)(C)(C)OC(=O)NCC(=O)O (tert-butoxycarbonyl glycine), C1(CCCCC1)N=C=NC1CCCCC1 (dicyclohexylcarbodiimide). The solvent is ClCCl (dichloromethane). Run at time 5 hour. The product is CN(C(CNC(=O)OC(C)(C)C)=O)N1C(=CC=C1)C(C1=C(C=CC=C1)Cl)=O (1-[N-Methyl-(t-butoxycarbonylamino)acetamido]-2-(2-chlorobenzoyl)pyrrole). The yield is 89.3%. Reaction SMILES: [Cl:1][C:2]1[CH:16]=[CH:15][CH:14]=[CH:13][C:3]=1[C:4]([C:6]1[N:7]([NH:11][CH3:12])[CH:8]=[CH:9][CH:10]=1)=[O:5].[C:17]([O:21][C:22]([NH:24][CH2:25][C:26](O)=[O:27])=[O:23])([CH3:20])([CH3:19])[CH3:18].C1(N=C=NC2CCCCC2)CCCCC1>ClCCl>[CH3:12][N:11]([N:7]1[CH:8]=[CH:9][CH:10]=[C:6]1[C:4](=[O:5])[C:3]1[CH:13]=[CH:14][CH:15]=[CH:16][C:2]=1[Cl:1])[C:26](=[O:27])[CH2:25][NH:24][C:22]([O:21][C:17]([CH3:19])([CH3:18])[CH3:20])=[O:23]. Procedure: 2-(2-Chlorobenzoyl)-1-methylaminopyrrole (23.7 g, 0.10 mol) and tert-butoxycarbonyl glycine (19.26 g. 0.11 mol) are combined in 250 ml of dichloromethane followed by addition of dicyclohexylcarbodiimide (23.7 g, 0.115 mol) over 3 minutes. The mixture was stirred at ambient temperature for 5 hours and thereafter filtered and evaporated to give 35 g of oil. This oil was purified by HPLC (silica, 2:1 hexane-ethyl acetate) to give 28 g of solid. This material was recrystallized from ether to give 26...